From a dataset of the Open Reaction Database (ORD), a public repository of structured organic reaction records. describe an organic reaction: reactants, conditions, products, and yield RXN SMILES: [NH2:1][C:2]1[CH:7]=[CH:6][C:5]([F:8])=[CH:4][C:3]=1[NH:9][C@@H:10]1[CH2:15][CH2:14][CH2:13][N:12]([CH2:16][CH2:17][O:18][C:19](=[O:24])[C:20]([CH3:23])([CH3:22])[CH3:21])[CH2:11]1.[C:25]([O:29][C:30]([NH:32][C@@H:33]([CH2:37][CH3:38])[C:34](O)=[O:35])=[O:31])([CH3:28])([CH3:27])[CH3:26].C1C=NC2N(O)N=NC=2C=1.Cl.CN(C)CCCN=C=NCC>C(Cl)Cl>[C:25]([O:29][C:30]([NH:32][C@@H:33]([CH2:37][CH3:38])[C:34]([NH:1][C:2]1[CH:7]=[CH:6][C:5]([F:8])=[CH:4][C:3]=1[NH:9][C@@H:10]1[CH2:15][CH2:14][CH2:13][N:12]([CH2:16][CH2:17][O:18][C:19](=[O:24])[C:20]([CH3:21])([CH3:23])[CH3:22])[CH2:11]1)=[O:35])=[O:31])([CH3:28])([CH3:27])[CH3:26] |f:3.4|. The yield is 94.9%. Reported procedure: To an ice-cooled mixture of 2,2-dimethylpropionic acid 2-[(R)-3-(2-amino-5-fluorophenylamino)piperidin-1-yl]ethyl ester (500 mg, 1.48 mmol), (S)-2-tert-butoxycarbonylaminobutyric acid (331 mg, 1.63 mmol) and HOAt (202 mg, 1.48 mmol) in DCM (30 mL) was added N-(3-dimethylaminopropyl)-N′-ethylcarbodiimide hydrochloride (341 mg, 1.78 mmol). The reaction mixture was stirred in the ice bath for 1 h, then diluted with DCM, washed with 2M Na2CO3, then water. The organic fraction was dried (Na2SO4) and ... Solvent: C(Cl)Cl (DCM), C(Cl)Cl (DCM). Product: C(C)(C)(C)OC(=O)N[C@H](C(=O)NC1=C(C=C(C=C1)F)N[C@H]1CN(CCC1)CCOC(C(C)(C)C)=O)CC (2,2-Dimethylpropionic acid 2-{(R)-3-[2-((S)-2-tert-butoxycarbonylaminobutyrylamino)-5-fluorophenylamino]piperidin-1-yl}ethyl ester). Reactants: ice, Cl.CN(CCCN=C=NCC)C (N-(3-dimethylaminopropyl)-N′-ethylcarbodiimide hydrochloride), NC1=C(C=C(C=C1)F)N[C@H]1CN(CCC1)CCOC(C(C)(C)C)=O (2,2-dimethylpropionic acid 2-[(R)-3-(2-amino-5-fluorophenylamino)piperidin-1-yl]ethyl ester), C(C)(C)(C)OC(=O)N[C@H](C(=O)O)CC ((S)-2-tert-butoxycarbonylaminobutyric acid), C1=CC2=C(N=C1)N(N=N2)O (HOAt), ice. Reactants: BrN1C(CCC1=O)=O (N-bromosuccinimide), C1(=CC=C(C=C1)S(=O)(=O)O)C (p-toluenesulfonic acid), COC1=CC2=C(C=CS2)C=C1 (6-Methoxybenzothiophene). The solvent is ClCCCl (1,2-dichloroethane). Run at temperature 70 celsius. Product: BrC=1SC2=C(C1)C=CC(=C2)OC (2-Bromo-6-methoxybenzothiophene). Yield: 82.2%. As a reaction SMILES: [Br:1]N1C(=O)CCC1=O.C1(C)C=CC(S(O)(=O)=O)=CC=1.[CH3:20][O:21][C:22]1[CH:30]=[CH:29][C:25]2[CH:26]=[CH:27][S:28][C:24]=2[CH:23]=1>ClCCCl>[Br:1][C:27]1[S:28][C:24]2[CH:23]=[C:22]([O:21][CH3:20])[CH:30]=[CH:29][C:25]=2[CH:26]=1. Reported procedure: N-bromosuccinimide (14.70 g, 82.59 mmol) and p-toluenesulfonic acid (2.70 g, 15.68 mmol) were added to a solution of benzothiophene (3) (15.10 g, 92.07 mmol) in 1,2-dichloroethane (300 ml). The mixture was maintained at 70° C. for 35 min, cooled in an ice bath, and the succinimide was removed by filtration. The solution was extracted with saturated sodium bicarbonate solution, dried over Na2SO4, filtered, and concentrated under vacuum to give 22.00 g as an oil. Crystallisation from pentane affor... The reactants are C1CCOC1, C1CCOC1, CC(=O)O, CCCC[N+](CCCC)(CCCC)CCCC, CCOC(C)=O, [F-], [Na+], CC(O[Si](C)(C)C)C1C(=O)N2C(C(=O)OCc3ccc([N+](=O)[O-])cc3)=C(c3cccc(O[Si](C)(C)C)c3)CC12, O=C([O-])O. Yields the product CC(O[Si](C)(C)C)C1C(=O)N2C(C(=O)OCc3ccc([N+](=O)[O-])cc3)=C(c3cccc(O)c3)CC12. RXN SMILES: [CH2:62]1[O:63][CH2:64][CH2:65][CH2:66]1.[CH2:72]1[O:73][CH2:74][CH2:75][CH2:76]1.[CH3:40][C:41](=[O:42])[OH:43].[CH3:45][CH2:46][CH2:47][CH2:48][N+:49]([CH2:50][CH2:51][CH2:52][CH3:53])([CH2:54][CH2:55][CH2:56][CH3:57])[CH2:58][CH2:59][CH2:60][CH3:61].[CH3:77][CH2:78][O:79][C:80](=[O:81])[CH3:82].[F-:44].[Na+:67].[O:1]=[C:2]1[CH:3]([CH:33]([CH3:34])[O:35][Si:36]([CH3:37])([CH3:38])[CH3:39])[CH:4]2[CH2:5][C:6]([c:22]3[cH:23][c:24]([O:28][Si:29]([CH3:30])([CH3:31])[CH3:32])[cH:25][cH:26][cH:27]3)=[C:7]([C:9](=[O:10])[O:11][CH2:12][c:13]3[cH:14][cH:15][c:16]([N+:19](=[O:20])[O-:21])[cH:17][cH:18]3)[N:8]12.[OH:68][C:69](=[O:70])[O-:71]>>[O:1]=[C:2]1[CH:3]([CH:33]([CH3:34])[O:35][Si:36]([CH3:37])([CH3:38])[CH3:39])[CH:4]2[CH2:5][C:6]([c:22]3[cH:23][c:24]([OH:28])[cH:25][cH:26][cH:27]3)=[C:7]([C:9](=[O:10])[O:11][CH2:12][c:13]3[cH:14][cH:15][c:16]([N+:19](=[O:20])[O-:21])[cH:17][cH:18]3)[N:8]12. Reactants: C1CCOC1, CO, [H][H], Cc1cc(CC(OC(=O)N2CCC(n3c(=O)[nH]c4c5ccccc5ncc43)CC2)C(=O)O)cc(C)c1OCc1ccccc1. The product is Cc1cc(CC(OC(=O)N2CCC(n3c(=O)[nH]c4c5ccccc5ncc43)CC2)C(=O)O)cc(C)c1O. Reaction SMILES: [CH2:47]1[O:48][CH2:49][CH2:50][CH2:51]1.[CH3:52][OH:53].[H:45][H:46].[O:1]=[c:2]1[nH:3][c:4]2[c:5]([cH:6][n:7][c:8]3[cH:9][cH:10][cH:11][cH:12][c:13]23)[n:14]1[CH:15]1[CH2:16][CH2:17][N:18]([C:21](=[O:22])[O:23][CH:24]([CH2:25][c:26]2[cH:27][c:28]([CH3:41])[c:29]([O:33][CH2:34][c:35]3[cH:36][cH:37][cH:38][cH:39][cH:40]3)[c:30]([CH3:32])[cH:31]2)[C:42](=[O:43])[OH:44])[CH2:19][CH2:20]1>>[O:1]=[c:2]1[nH:3][c:4]2[c:5]([cH:6][n:7][c:8]3[cH:9][cH:10][cH:11][cH:12][c:13]23)[n:14]1[CH:15]1[CH2:16][CH2:17][N:18]([C:21](=[O:22])[O:23][CH:24]([CH2:25][c:26]2[cH:27][c:28]([CH3:41])[c:29]([OH:33])[c:30]([CH3:32])[cH:31]2)[C:42](=[O:43])[OH:44])[CH2:19][CH2:20]1. Starting materials: CC(C)(C)OC(=O)N1CCCCC1COCC(=O)O, CCN=C=NCCCN(C)C, CNC(=O)C(Cc1ccccc1)N(C)C(=O)C(Cc1ccc2ccccc2c1)NC, CCN(C(C)C)C(C)C, ClCCl, Cl, On1nnc2cccnc21. Product: CNC(=O)C(Cc1ccccc1)N(C)C(=O)C(Cc1ccc2ccccc2c1)N(C)C(=O)COCC1CCCCN1C(=O)OC(C)(C)C. As a reaction SMILES: [C:1]([CH3:2])([CH3:3])([CH3:4])[O:5][C:6](=[O:7])[N:8]1[CH:9]([CH2:14][O:15][CH2:16][C:17](=[O:18])[OH:19])[CH2:10][CH2:11][CH2:12][CH2:13]1.[CH2:31]([N:32]=[C:33]=[N:34][CH2:35][CH2:36][CH2:37][N:38]([CH3:39])[CH3:40])[CH3:41].[CH3:42][N:43]([C:44]([CH:45]([CH2:46][c:47]1[cH:48][c:49]2[cH:50][cH:51][cH:52][cH:53][c:54]2[cH:55][cH:56]1)[NH:57][CH3:58])=[O:59])[CH:60]([CH2:61][c:62]1[cH:63][cH:64][cH:65][cH:66][cH:67]1)[C:68]([NH:69][CH3:70])=[O:71].[CH:72]([N:73]([CH:74]([CH3:75])[CH3:76])[CH2:77][CH3:78])([CH3:79])[CH3:80].[Cl:81][CH2:82][Cl:83].[ClH:30].[OH:20][n:21]1[c:22]2[n:23][cH:24][cH:25][cH:26][c:27]2[n:28][n:29]1>>[C:1]([CH3:2])([CH3:3])([CH3:4])[O:5][C:6](=[O:7])[N:8]1[CH:9]([CH2:14][O:15][CH2:16][C:17](=[O:19])[N:57]([CH:45]([C:44]([N:43]([CH3:42])[CH:60]([CH2:61][c:62]2[cH:63][cH:64][cH:65][cH:66][cH:67]2)[C:68]([NH:69][CH3:70])=[O:71])=[O:59])[CH2:46][c:47]2[cH:48][c:49]3[cH:50][cH:51][cH:52][cH:53][c:54]3[cH:55][cH:56]2)[CH3:58])[CH2:10][CH2:11][CH2:12][CH2:13]1. The reactants are [Br-], O=C([O-])[O-], CCCC[N+](CCCC)(CCCC)CCCC, CC(C)=O, ClCc1ccccc1, [K+], [K+], [K+], Nc1cc(Cl)c([N+](=O)[O-])cc1O, [OH-], O. The product is Nc1cc(Cl)c([N+](=O)[O-])cc1OCc1ccccc1. RXN SMILES: [Br-:29].[C:15](=[O:16])([O-:17])[O-:18].[CH2:30]([N+:31]([CH2:32][CH2:33][CH2:34][CH3:35])([CH2:36][CH2:37][CH2:38][CH3:39])[CH2:40][CH2:41][CH2:42][CH3:43])[CH2:44][CH2:45][CH3:46].[CH3:48][C:49](=[O:50])[CH3:51].[Cl:21][CH2:22][c:23]1[cH:24][cH:25][cH:26][cH:27][cH:28]1.[K+:14].[K+:19].[K+:20].[NH2:1][c:2]1[c:3]([OH:12])[cH:4][c:5]([N+:9](=[O:10])[O-:11])[c:6]([Cl:8])[cH:7]1.[OH-:13].[OH2:47]>>[NH2:1][c:2]1[c:3]([O:12][CH2:22][c:23]2[cH:24][cH:25][cH:26][cH:27][cH:28]2)[cH:4][c:5]([N+:9](=[O:10])[O-:11])[c:6]([Cl:8])[cH:7]1.